This data is from the Open Reaction Database (ORD), a public repository of structured organic reaction records. The task is: describe an organic reaction: reactants, conditions, products, and yield The reactants are C(O)([O-])=O.[Na+] (sodium hydrogen carbonate), CN(C)CN(C)C (N,N,N',N'-tetramethyldiaminomethane), C(C)(=O)O (acetic acid), CN(C)CN(C)C (N,N,N',N'-Tetramethyldiaminomethane), C(#N)C1=CC=C(C=C1)CCN1CCC2(CC1)OC1=C(C(C2)=O)C=C(C=C1)NS(=O)(=O)C (1'-[2-(4-cyanophenyl)ethyl]-3,4-dihydro-6-methanesulfonamidospiro(2H-1-benzopyran-2,4'-piperidine)-4-one), C(C)(=O)O (acetic acid). The solvent is O (water), C1CCOC1 (THF). Run at time 8 hour. The product is C(#N)C1=CC=C(C=C1)CCN1CCC2(CC1)OC1=C(C(C2=C)=O)C=C(C=C1)NS(=O)(=O)C (1'-[2-(4-Cyanophenyl)ethyl]-3,4-dihydro-6-methanesulfonamido-3-methylenespiro(2H-1-benzopyran-2,4'-piperidine)-4-one). Isolated yield 87.7%. RXN SMILES: [CH3:1]N(CN(C)C)C.[C:8]([C:10]1[CH:15]=[CH:14][C:13]([CH2:16][CH2:17][N:18]2[CH2:23][CH2:22][C:21]3([CH2:28][C:27](=[O:29])[C:26]4[CH:30]=[C:31]([NH:34][S:35]([CH3:38])(=[O:37])=[O:36])[CH:32]=[CH:33][C:25]=4[O:24]3)[CH2:20][CH2:19]2)=[CH:12][CH:11]=1)#[N:9].C(O)(=O)C.C(=O)([O-])O.[Na+]>C1COCC1.O>[C:8]([C:10]1[CH:15]=[CH:14][C:13]([CH2:16][CH2:17][N:18]2[CH2:23][CH2:22][C:21]3([C:28](=[CH2:1])[C:27](=[O:29])[C:26]4[CH:30]=[C:31]([NH:34][S:35]([CH3:38])(=[O:36])=[O:37])[CH:32]=[CH:33][C:25]=4[O:24]3)[CH2:20][CH2:19]2)=[CH:12][CH:11]=1)#[N:9] |f:3.4|. Procedure: N,N,N',N'-Tetramethyldiaminomethane (1.36 ml, 1.02 g, 10 mmol) was added to a solution of 1'-[2-(4-cyanophenyl)ethyl]-3,4-dihydro-6-methanesulfonamidospiro(2H-1-benzopyran-2,4'-piperidine)-4-one (2.20 g, 5 mmol) and acetic acid (1.14 ml, 1.20 g, 20 mmol) in THF (40 ml) and the mixture was heated under reflux for 24 h. Further N,N,N',N'-tetramethyldiaminomethane (1.36 ml, 1.02 g, 10 mmol) and acetic acid (1.14 ml, 1.20 g, 20 mmol) were added and the mixture was heated under reflux for 6 h, cooled...